This data is from the Open Reaction Database (ORD), a public repository of structured organic reaction records. The task is: describe an organic reaction: reactants, conditions, products, and yield Product: FC1=C(C(=C(C2=C1N=CO2)NS(=O)(=O)C2(CC2)CC=C)NC2=C(C=C(C=C2)I)F)F (1-Allyl-cyclopropanesulfonic acid [4,5-difluoro-6-(2-fluoro-4-iodo-phenylamino)-benzooxazol-7-yl]-amide), product. Reactants: FC1=C(C(=C(C2=C1N=CO2)NS(=O)(=O)C2CC2)NC2=C(C=C(C=C2)I)F)F (Cyclopropanesulfonic acid [4,5-difluoro-6-(2-fluoro-4-iodo-phenylamino)-benzooxazol-7-yl]-amide), C(C=C)C1(CC1)S(=O)(=O)N1C(N(C2=C1C1=C(N=CO1)C(=C2F)F)C2=C(C=C(C=C2)I)F)=O (8-(1-allyl-cyclopropanesulfonyl)-4,5-difluoro-6-(2-fluoro-4-iodo-phenyl)-6,8-dihydro-imidazo[4′,5′:3,4]benzo[1,2-d]oxazol-7-one), [K] (potassium). Procedure details: Compound 1D was prepared from 8-(1-allyl-cyclopropanesulfonyl)-4,5-difluoro-6-(2-fluoro-4-iodo-phenyl)-6,8-dihydro-imidazo[4′,5′:3,4]benzo[1,2-d]oxazol-7-one (I-21a: 210 mg, 0.365 mmol) and potassium trimethylsilonolate (50 mg, 0.390 mmol) using procedures analogous to those described above for Compound 1A to afford 150 mg of the product (75% yield). H1NMR (CDCl3, 300 MHz): δ 8.13 (s, 1H), 7.42 (dd, 1H), 7.31-7.25 (m, 1H), 6.80 (s, 1H), 6.43-6.35 (m, 1H), 6.21 (s, 1H), 5.85-5.70 (m, 1H), 5.22-5.... Isolated yield 75.0%. Reaction SMILES: [CH2:1]([C:4]1([S:7]([N:10]2[C:14]3[C:15]4[O:19][CH:18]=[N:17][C:16]=4[C:20]([F:23])=[C:21]([F:22])[C:13]=3[N:12]([C:24]3[CH:29]=[CH:28][C:27]([I:30])=[CH:26][C:25]=3[F:31])C2=O)(=[O:9])=[O:8])[CH2:6][CH2:5]1)[CH:2]=[CH2:3].[K].FC1C2N=COC=2C(NS(C2CC2)(=O)=O)=C(NC2C=CC(I)=CC=2F)C=1F>>[F:23][C:20]1[C:16]2[N:17]=[CH:18][O:19][C:15]=2[C:14]([NH:10][S:7]([C:4]2([CH2:1][CH:2]=[CH2:3])[CH2:6][CH2:5]2)(=[O:9])=[O:8])=[C:13]([NH:12][C:24]2[CH:29]=[CH:28][C:27]([I:30])=[CH:26][C:25]=2[F:31])[C:21]=1[F:22] |^1:32|. The reactants are CC(C)(C)[Si](C)(C)OC1CN(CC(O)C(=O)Nc2ccc(F)cn2)C1, C1CCOC1, CCOC(C)=O, Clc1ccccc1-n1ncc2c(Cl)ncnc21, [H-], [Na+], O, O=C(O)CC(O)(CC(=O)O)C(=O)O. Product: CC(C)(C)[Si](C)(C)OC1CN(CC(Oc2ncnc3c2cnn3-c2ccccc2Cl)C(=O)Nc2ccc(F)cn2)C1. As a reaction SMILES: [C:3]([CH3:4])([CH3:5])([CH3:6])[Si:7]([O:8][CH:9]1[CH2:10][N:11]([CH2:13][CH:14]([C:15](=[O:16])[NH:17][c:18]2[n:19][cH:20][c:21]([F:24])[cH:22][cH:23]2)[OH:25])[CH2:12]1)([CH3:26])[CH3:27].[CH2:58]1[O:59][CH2:60][CH2:61][CH2:62]1.[CH3:64][CH2:65][O:66][C:67]([CH3:68])=[O:69].[Cl:28][c:29]1[c:30]2[c:31]([n:32][cH:33][n:34]1)[n:35](-[c:38]1[c:39]([Cl:44])[cH:40][cH:41][cH:42][cH:43]1)[n:36][cH:37]2.[H-:1].[Na+:2].[OH2:63].[OH:45][C:46]([CH2:47][C:48]([C:49](=[O:50])[OH:51])([CH2:52][C:53](=[O:54])[OH:55])[OH:56])=[O:57]>>[C:3]([CH3:4])([CH3:5])([CH3:6])[Si:7]([O:8][CH:9]1[CH2:10][N:11]([CH2:13][CH:14]([C:15](=[O:16])[NH:17][c:18]2[n:19][cH:20][c:21]([F:24])[cH:22][cH:23]2)[O:25][c:29]2[c:30]3[c:31]([n:32][cH:33][n:34]2)[n:35](-[c:38]2[c:39]([Cl:44])[cH:40][cH:41][cH:42][cH:43]2)[n:36][cH:37]3)[CH2:12]1)([CH3:26])[CH3:27]. The reactants are N[C@H]([C@@H](O)C)C(=O)O (D-threonine), ClC(=O)OCC1=CC=CC=C1 (benzyl chloroformate), Cl (hydrochloric acid). Solvent: O (water). Conditions: temperature 23 celsius, time 18 hour. Yields the product C(C1=CC=CC=C1)OC(=O)NC(C(=O)O)C(C)O (2-benzyloxycarbonylamino-3-hydroxy-butyric acid). The yield is 102.8%. RXN SMILES: [NH2:1][C@@H:2]([C:6]([OH:8])=[O:7])[C@H:3]([CH3:5])[OH:4].Cl[C:10]([O:12][CH2:13][C:14]1[CH:19]=[CH:18][CH:17]=[CH:16][CH:15]=1)=[O:11].Cl>O>[CH2:13]([O:12][C:10]([NH:1][CH:2]([CH:3]([OH:4])[CH3:5])[C:6]([OH:8])=[O:7])=[O:11])[C:14]1[CH:19]=[CH:18][CH:17]=[CH:16][CH:15]=1. Reported procedure: To a solution of D-threonine (50.7 g, 0.426 mol) in water (800 ml) at about 0° C. was added benzyl chloroformate (66 ml, 0.462 mol) dropwise over about 15 minutes. The reaction was allowed to warm to about 23° C. and was stirred at that temperature for about 18 hours. The reaction was cooled with ice and acidified with concentrated hydrochloric acid, extracted with ether (3 times) and the organic layers were concentrated to give 110.9 g of 2-benzyloxycarbonylamino-3-hydroxy-butyric acid as a col...